From a dataset of the Open Reaction Database (ORD), a public repository of structured organic reaction records. describe an organic reaction: reactants, conditions, products, and yield Starting materials: C[Al](C)C, COC(=O)c1ccc(C2OCC(SC(C)C(O)(Cn3cncn3)c3ccc(F)cc3F)CO2)cc1, NC(=O)c1ccc(N)cc1. Product: CC(SC1COC(c2ccc(C(=O)Nc3ccc(C(N)=O)cc3)cc2)OC1)C(O)(Cn1cncn1)c1ccc(F)cc1F. RXN SMILES: [CH3:11][Al:12]([CH3:13])[CH3:14].[F:15][c:16]1[c:17]([C:23]([CH:24]([CH3:25])[S:26][CH:27]2[CH2:28][O:29][CH:30]([c:33]3[cH:34][cH:35][c:36]([C:37](=[O:38])[O:39][CH3:40])[cH:41][cH:42]3)[O:31][CH2:32]2)([CH2:43][n:44]2[n:45][cH:46][n:47][cH:48]2)[OH:49])[cH:18][cH:19][c:20]([F:22])[cH:21]1.[NH2:1][c:2]1[cH:3][cH:4][c:5]([C:6](=[O:7])[NH2:8])[cH:9][cH:10]1>>[NH:1]([c:2]1[cH:3][cH:4][c:5]([C:6](=[O:7])[NH2:8])[cH:9][cH:10]1)[C:37]([c:36]1[cH:35][cH:34][c:33]([CH:30]2[O:29][CH2:28][CH:27]([S:26][CH:24]([C:23]([c:17]3[c:16]([F:15])[cH:21][c:20]([F:22])[cH:19][cH:18]3)([CH2:43][n:44]3[n:45][cH:46][n:47][cH:48]3)[OH:49])[CH3:25])[CH2:32][O:31]2)[cH:42][cH:41]1)=[O:38]. The reactants are C(C)OC(C(CC1=CC=C(C=C1)OCCC=1N=C(OC1C)C1CCCCC1)(OC1=CC=CC=C1)C)=O (3-{4-[2-(2-Cyclohexyl-5-methyl-oxazol-4-yl)-ethoxy]-phenyl}-2-methyl-2-phenoxy-propionic acid ethyl ester), BrC=1C=C(OC(C(=O)O)(CC2=CC=C(C=C2)OCCC=2N=C(OC2C)C2CCCCC2)C)C=CC1 (2-(3-Bromo-phenoxy)-3-(4-[2-(2-cyclohexyl-5-methyl-oxazol-4-yl)-ethoxy]-phenyl}-2-methyl-propionic acid), S1C=C(C=C1)B(O)O (thiophene-3-boronic acid), C1(=CC=CC=C1)P(C1=CC=CC=C1)C1=CC=CC=C1 (triphenylphosphine), [F-].[K+] (potassium fluoride). Reagents/catalysts: C(C)(=O)[O-].[Pd+2].C(C)(=O)[O-] (palladium acetate). The solvent is C(C)(=O)OCC (ethyl acetate), C1CCOC1 (THF). Product: C(C)OC(C(CC1=CC=C(C=C1)OCCC=1N=C(OC1C)C1CCCCC1)(OC1=CC(=CC=C1)C1=CSC=C1)C)=O (3-{4-[2-(2-Cyclohexyl-5-methyl-oxazol-4-yl)-ethoxy]-phenyl}-2-methyl-2-(3-thiophen-3-yl-phenoxy)-propionic acid ethyl ester). Reaction SMILES: BrC1C=C(C=CC=1)OC(C)(CC1C=CC(OCCC2N=C(C3CCCCC3)OC=2C)=CC=1)C(O)=O.[S:36]1[CH:40]=[CH:39][C:38](B(O)O)=[CH:37]1.C1(P(C2C=CC=CC=2)C2C=CC=CC=2)C=CC=CC=1.[F-].[K+].[CH2:65]([O:67][C:68](=[O:100])[C:69]([CH3:99])([O:92][C:93]1[CH:98]=[CH:97][CH:96]=[CH:95][CH:94]=1)[CH2:70][C:71]1[CH:76]=[CH:75][C:74]([O:77][CH2:78][CH2:79][C:80]2[N:81]=[C:82]([CH:86]3[CH2:91][CH2:90][CH2:89][CH2:88][CH2:87]3)[O:83][C:84]=2[CH3:85])=[CH:73][CH:72]=1)[CH3:66]>C1COCC1.C([O-])(=O)C.[Pd+2].C([O-])(=O)C.C(OCC)(=O)C>[CH2:65]([O:67][C:68](=[O:100])[C:69]([CH3:99])([O:92][C:93]1[CH:94]=[CH:95][CH:96]=[C:97]([C:38]2[CH:39]=[CH:40][S:36][CH:37]=2)[CH:98]=1)[CH2:70][C:71]1[CH:72]=[CH:73][C:74]([O:77][CH2:78][CH2:79][C:80]2[N:81]=[C:82]([CH:86]3[CH2:91][CH2:90][CH2:89][CH2:88][CH2:87]3)[O:83][C:84]=2[CH3:85])=[CH:75][CH:76]=1)[CH3:66] |f:3.4,7.8.9|. Reported procedure: Add palladium acetate (8 mg, 0.04 mmol) to a solution of 2-(3-Bromo-phenoxy)-3-(4-[2-(2-cyclohexyl-5-methyl-oxazol-4-yl)-ethoxy]-phenyl}-2-methyl-propionic acid (0.204 g, 0.36 mmol), thiophene-3-boronic acid (91 mg, 0.71 mmol), triphenylphosphine (19 mg, 0.07 mmol), and potassium fluoride (51 mg, 1.07 mmol) in anhydrous THF (3 mL). Reflux the reaction mixture for 18 h under an atmosphere of nitrogen. Dilute the cooled reaction mixture with ethyl acetate and wash with water and brine. The organic... The reactants are C1(CCCC1)OC([C@H](CC1=CC=C(C=C1)NC(CCCCCCC(NO)=O)=O)NC(C)=O)=O ((S)-2-Acetylamino-3-[4-(7-hydroxycarbamoyl-heptanoylamino)-phenyl]-propionic acid cyclopentyl ester), [OH-].[Na+] (sodium hydroxide). Solvent: O (water). Run at time 4 hour. Yields the product C(C)(=O)N[C@H](C(=O)O)CC1=CC=C(C=C1)NC(CCCCCCC(NO)=O)=O ((S)-2-Acetylamino-3-[4-(7-hydroxycarbamoyl-heptanoylamino)-phenyl]-propionic acid). RXN SMILES: C1([O:6][C:7](=[O:33])[C@@H:8]([NH:29][C:30](=[O:32])[CH3:31])[CH2:9][C:10]2[CH:15]=[CH:14][C:13]([NH:16][C:17](=[O:28])[CH2:18][CH2:19][CH2:20][CH2:21][CH2:22][CH2:23][C:24](=[O:27])[NH:25][OH:26])=[CH:12][CH:11]=2)CCCC1.[OH-].[Na+]>O>[C:30]([NH:29][C@@H:8]([CH2:9][C:10]1[CH:15]=[CH:14][C:13]([NH:16][C:17](=[O:28])[CH2:18][CH2:19][CH2:20][CH2:21][CH2:22][CH2:23][C:24](=[O:27])[NH:25][OH:26])=[CH:12][CH:11]=1)[C:7]([OH:33])=[O:6])(=[O:32])[CH3:31] |f:1.2|. Procedure details: Stage 6 resin loaded with Compound 1 (0.3 g, 1.14 mmol/g) was treated with sodium hydroxide (0.068 g), in water (2 ml, 0.85 M) and the reaction shaken for 4 hrs. The resin was washed, DCM, DMF (×2), DCM, MeOH (×2), MeOH, TBME and dried. The required product was cleaved with 2% TFA/DCM to give crude compound 2, which was further purified by preparative HPLC. m/z 394 [M++H]+, 1H NMR (400 MHz, d4-MeOH) δ: 1.39-1.44 (4H, m, 2×CH2), 1.63-1.71 (4H, m, 2×CH2), 1.90 (3H, s, CH3CO), 2.11 (2H, t, CH2), 2.... The reactants are [H-].[Na+] (sodium hydride), C1(CC1)CO (cyclopropylcarbinol), ClC(=O)OC(Cl)(Cl)Cl (trichloromethyl chloroformate), suspension, C(C)OC(=O)C=1C(=NC(NC1C)C)C1=C(C=CC=C1)[N+](=O)[O-] (5-ethoxycarbonyl-2,6-dimethyl-4-(2-nitrophenyl)dihydropyrimidine), [H-].[Na+] (sodium hydride), [Na+].[Cl-] (NaCl). Solvent: O1CCCC1 (tetrahydrofuran), O1CCCC1 (tetrahydrofuran). Conditions: time 15 minute. Product: C1(CC1)COC(=O)N1C(=NC(=C(C1C1=C(C=CC=C1)[N+](=O)[O-])C(=O)OCC)C)C (3-N-cyclopropylmethoxycarbonyl-2,6-dimethyl-5-ethoxycarbonyl-4-(2-nitrophenyl)-3,4-dihydropyrimidine). Isolated yield 36.0%. As a reaction SMILES: [H-].[Na+].[CH2:3]([O:5][C:6]([C:8]1[C:9]([C:16]2[CH:21]=[CH:20][CH:19]=[CH:18][C:17]=2[N+:22]([O-:24])=[O:23])=[N:10][CH:11]([CH3:15])[NH:12][C:13]=1[CH3:14])=[O:7])[CH3:4].[CH:25]1([CH2:28][OH:29])[CH2:27][CH2:26]1.Cl[C:31](OC(Cl)(Cl)Cl)=[O:32].[Na+].[Cl-]>O1CCCC1>[CH:25]1([CH2:28][O:29][C:31]([N:10]2[CH:9]([C:16]3[CH:21]=[CH:20][CH:19]=[CH:18][C:17]=3[N+:22]([O-:24])=[O:23])[C:8]([C:6]([O:5][CH2:3][CH3:4])=[O:7])=[C:13]([CH3:14])[N:12]=[C:11]2[CH3:15])=[O:32])[CH2:27][CH2:26]1 |f:0.1,5.6|. Procedure details: On the other hand, 45 mg of 50% suspension of sodium hydride (0.94 millimole) in oil was suspended in 3 ml of anhydrous tetrahydrofuran. To the suspension 259 mg (0.85 millimole) of 5-ethoxycarbonyl-2,6-dimethyl-4-(2-nitrophenyl)dihydropyrimidine in 5 ml of tetrahydrofuran was added dropwise with stirring. The mixture was stirred for further 5 minutes. To the solution the above reaction mixture of the above sodium hydride, cyclopropylcarbinol and trichloromethyl chloroformate was added at 0° C. ... The reactants are COCCl (Chloromethyl methyl ether), C(C1=CC=CC=C1)OC1=C(C=O)C=C(C=C1)O (2-benzyloxy-5-hydroxybenzaldehyde), CN(C=O)C (N,N-dimethylformamide), [H-].[Na+] (sodium hydride). The solvent is O (water). Reaction conditions: time 30 minute. Yields the product C(C1=CC=CC=C1)OC1=C(C=O)C=C(C=C1)OCOC (2-benzyloxy-5-methoxymethoxybenzaldehyde). Isolated yield 51.9%. RXN SMILES: [CH2:1]([O:8][C:9]1[CH:16]=[CH:15][C:14]([OH:17])=[CH:13][C:10]=1[CH:11]=[O:12])[C:2]1[CH:7]=[CH:6][CH:5]=[CH:4][CH:3]=1.CN(C)C=O.[H-].[Na+].[CH3:25][O:26][CH2:27]Cl>O>[CH2:1]([O:8][C:9]1[CH:16]=[CH:15][C:14]([O:17][CH2:25][O:26][CH3:27])=[CH:13][C:10]=1[CH:11]=[O:12])[C:2]1[CH:3]=[CH:4][CH:5]=[CH:6][CH:7]=1 |f:2.3|. Procedure details: To a mixture of 2-benzyloxy-5-hydroxybenzaldehyde (16.68 g) and N,N-dimethylformamide (100 mL) was added sodium hydride (60%, oil, 3.07 g) under ice-cooling, and the mixture was stirred at room temperature for 30 min. Chloromethyl methyl ether (11.8 g) was dropwise added to the reaction mixture. The reaction mixture was further stirred at room temperature for 3 hrs. The reaction mixture was poured into water and extracted with ethyl acetate. The organic layer was washed with saturated brine, dri... Starting materials: FC(C=1C=C(C=C(C1)C(F)(F)F)[C@@H](C)O)(F)F ((R)-1-[3,5-bis(trifluoromethyl)phenyl]ethanol), CCCCCC (n-hexane), BrC(C(Cl)(Cl)Br)(Cl)Cl (1,2-dibromo-1,1,2,2-tetrachloroethane), C1(=CC=CC=C1)P(C1=CC=CC=C1)C1=CC=CC=C1 (triphenylphosphine). The solvent is C1(=CC=CC=C1)C (toluene), C1(=CC=CC=C1)C (toluene). Conditions: time 30 minute. Product: Br[C@@H](C)C1=CC(=CC(=C1)C(F)(F)F)C(F)(F)F ((S)-1-bromo-1-[3,5-bis(trifluoromethyl)phenyl]ethane). Yield: 87.5%. As a reaction SMILES: Br[C:2](Cl)(Cl)[C:3]([Br:6])(Cl)Cl.C1(P(C2C=CC=CC=2)C2C=CC=CC=2)C=CC=CC=1.[F:28][C:29]([F:44])([F:43])[C:30]1[CH:31]=[C:32]([C@H](O)C)[CH:33]=[C:34]([C:36]([F:39])([F:38])[F:37])[CH:35]=1.CCCCCC>C1(C)C=CC=CC=1>[Br:6][C@H:3]([C:32]1[CH:33]=[C:34]([C:36]([F:39])([F:37])[F:38])[CH:35]=[C:30]([C:29]([F:28])([F:44])[F:43])[CH:31]=1)[CH3:2]. Reported procedure: Under an argon atmosphere, 1,2-dibromo-1,1,2,2-tetrachloroethane (7.57 g, 23.2 mmol) was dissolved in toluene (12.5 mL), the solution was added with triphenylphosphine (6.1 g, 23.2 mmol) at 0° C., and the mixture was stirred for 30 minutes. The reaction mixture was added dropwise with a solution of (R)-1-[3,5-bis(trifluoromethyl)phenyl]ethanol (5.0 g, 19.4 mmol, >99.5% ee) in toluene (12.5 mL) at 0° C. over 10 minutes or more, and then the mixture was warmed to room temperature, and stirred at t... Solvent: CCOC(=O)C (EtOAc). Procedure: Following General Procedure B and using N-(3,5-difluorophenylacetyl)-L-alanine (from Example B2 above) and methyl (S)-2-amino-3-(2-thienyl)-propionate (Bachem), the title compound was prepared as a solid (mp=145-147° C.). The reaction was monitored by tlc (Rf=0.9 in 100% EtOAc) and the product was purified by preparative tlc using EtOAc as the eluent. Product: FC=1C=C(C=C(C1)F)CC(=O)N[C@@H](C)C(=O)N[C@H](C(=O)OC)CC=1SC=CC1 (Methyl N-[N-(3,5Difluorophenylacetyl)-L-alaninyl]-(S)-2-amino3-(2-thienyl)propionate). RXN SMILES: [F:1][C:2]1[CH:3]=[C:4]([CH2:9][C:10]([NH:12][C@H:13]([C:15]([OH:17])=O)[CH3:14])=[O:11])[CH:5]=[C:6]([F:8])[CH:7]=1.[NH2:18][C@@H:19]([CH2:24][C:25]1[S:26][CH:27]=[CH:28][CH:29]=1)[C:20]([O:22][CH3:23])=[O:21]>CCOC(C)=O>[F:8][C:6]1[CH:5]=[C:4]([CH2:9][C:10]([NH:12][C@H:13]([C:15]([NH:18][C@@H:19]([CH2:24][C:25]2[S:26][CH:27]=[CH:28][CH:29]=2)[C:20]([O:22][CH3:23])=[O:21])=[O:17])[CH3:14])=[O:11])[CH:3]=[C:2]([F:1])[CH:7]=1. Starting materials: FC=1C=C(C=C(C1)F)CC(=O)N[C@@H](C)C(=O)O (N-(3,5-difluorophenylacetyl)-L-alanine), solid, N[C@H](C(=O)OC)CC=1SC=CC1 (methyl (S)-2-amino-3-(2-thienyl)-propionate). The reactants are ClC1=CC(=C(C#N)C=C1)NC(=O)OCC (4-chloro-2-(ethoxycarbonylamino)benzonitrile), COCOC=1C=C(C(CCl)=O)C=CC1OCOC ([3,4-Bis(methoxymethoxy)]phenacyl chloride). Product: NC1=C(N(C2=CC(=CC=C12)Cl)C(=O)OCC)C(C1=CC(=C(C=C1)OCOC)OCOC)=O (3-Amino-6-chloro-1-ethoxycarbonyl-2-[[3,4-bis(methoxymethoxy)]benzoyl]indole). As a reaction SMILES: [Cl:1][C:2]1[CH:9]=[CH:8][C:5]([C:6]#[N:7])=[C:4]([NH:10][C:11]([O:13][CH2:14][CH3:15])=[O:12])[CH:3]=1.[CH3:16][O:17][CH2:18][O:19][C:20]1[CH:21]=[C:22]([CH:27]=[CH:28][C:29]=1[O:30][CH2:31][O:32][CH3:33])[C:23](=[O:26])[CH2:24]Cl>>[NH2:7][C:6]1[C:5]2[C:4](=[CH:3][C:2]([Cl:1])=[CH:9][CH:8]=2)[N:10]([C:11]([O:13][CH2:14][CH3:15])=[O:12])[C:24]=1[C:23](=[O:26])[C:22]1[CH:27]=[CH:28][C:29]([O:30][CH2:31][O:32][CH3:33])=[C:20]([O:19][CH2:18][O:17][CH3:16])[CH:21]=1. Procedure details: The title compound was prepared according to the procedure described in step 2 of Example 1 from 4-chloro-2-(ethoxycarbonylamino)benzonitrile (Example 1, step 1) and [3,4-bis(methoxymethyloxy)]phenacyl chloride (step 1). 1H-NMR (CDCl3) δ: 8.25 (1H, d, J=1.8 Hz), 7.61 (1H, d, J=2.2 Hz), 7.52 (1H, d, J=8.0 Hz), 7.39 (1H, dd, J=8.4, 1.8 Hz), 7.29 (1H, dd, J=8.4, 1.8 Hz), 7.18 (1H, d, J=8.4 Hz), 5.72 (2H, br s), 5.29 (2H, s), 5.25 (2H, s), 3.86 (2H, q, J=7.3 Hz), 3.52 (6H, s), 0.91 (3H, t, J=7.3 Hz)... Reactants: COC(OC)N(C)C, Cc1ccccc1, CSc1cc(C(=O)CC(=O)C2CC2)ccc1C. The product is CSc1cc(C(=O)C(=CN(C)C)C(=O)C2CC2)ccc1C. As a reaction SMILES: [CH3:1][O:2][CH:3]([N:4]([CH3:5])[CH3:6])[O:7][CH3:8].[CH3:26][c:27]1[cH:28][cH:29][cH:30][cH:31][cH:32]1.[CH:9]1([C:12]([CH2:13][C:14](=[O:15])[c:16]2[cH:17][c:18]([S:23][CH3:24])[c:19]([CH3:22])[cH:20][cH:21]2)=[O:25])[CH2:10][CH2:11]1>>[CH:3]([N:4]([CH3:5])[CH3:6])=[C:13]([C:12]([CH:9]1[CH2:10][CH2:11]1)=[O:25])[C:14](=[O:15])[c:16]1[cH:17][c:18]([S:23][CH3:24])[c:19]([CH3:22])[cH:20][cH:21]1. The reactants are CN1C=C(C=N1)C2=C(N=C(C=C2)N)OC, CN1C[C@H](OC2=C(C1)C=CC(=N2)Cl)C3=CC=CC=C3. The reagents and catalysts are C(=O)([O-])[O-].[Cs+].[Cs+], CC(C)(C)P(C(C)(C)C)C(C)(C)C, C1=CC=C(C=C1)/C=C/C(=O)/C=C/C2=CC=CC=C2.C1=CC=C(C=C1)/C=C/C(=O)/C=C/C2=CC=CC=C2.C1=CC=C(C=C1)/C=C/C(=O)/C=C/C2=CC=CC=C2.[Pd].[Pd]. Reaction conditions: temperature 120 celsius. The product is CN1C[C@H](OC2=C(C1)C=CC(=N2)NC3=NC(=C(C=C3)C4=CN(N=C4)C)OC)C5=CC=CC=C5. Yield: 0.0%. Procedure: Charged a standard microwave vial with a mixture of 6-methoxy-5-(1-methyl-1H-pyrazol-4-yl)pyridin-2-amine (100 mg, 0.49 mmol), (R)-8-chloro-4-methyl-2-phenyl-2,3,4,5-tetrahydropyrido[3,2-f][1,4]oxazepine (135 mg, 0.49 mmol), cesium carbonate (239 mg, 0.73 mmol), TRIS(DIBENZYLIDENEACETONE)DIPALLADIUM(0) (22.42 mg, 0.02 mmol), Tri-tert- butylphosphonium tetrafluoroborate (14.21 mg, 0.05 mmol), and 1,2-dimethoxyethane. The atmosphere was inerted through vacuum-nitrogen cycles and the contents were ...